Task: describe an organic reaction: reactants, conditions, products, and yield. Dataset: the Open Reaction Database (ORD), a public repository of structured organic reaction records The reactants are [Al+3], CCC1(CC)CCC(=O)O1, COc1ccccc1, [Cl-], [Cl-], [Cl-], Cl, CCC[N+](=O)[O-]. Yields the product CCC(CC)(CCC(=O)O)c1ccc(OC)cc1. As a reaction SMILES: [Al+3:2].[CH2:13]([CH3:14])[C:15]1([CH2:21][CH3:22])[CH2:16][CH2:17][C:18](=[O:19])[O:20]1.[CH3:5][O:6][c:7]1[cH:8][cH:9][cH:10][cH:11][cH:12]1.[Cl-:1].[Cl-:3].[Cl-:4].[ClH:23].[N+:24]([CH2:25][CH2:26][CH3:27])([O-:28])=[O:29]>>[CH3:5][O:6][c:7]1[cH:8][cH:9][c:10]([C:15]([CH2:13][CH3:14])([CH2:16][CH2:17][C:18](=[O:19])[OH:20])[CH2:21][CH3:22])[cH:11][cH:12]1. The reactants are C(C)(=O)OCC (ethyl acetate), SCCO (2-Mercaptoethanol), ClC1=NC2=CC(=CC=C2N=C1)OC (2-chloro-7-methoxy-quinoxaline), C([O-])([O-])=O.[K+].[K+] (potassium carbonate). Solvent: CCCCCC (hexane), CN(C=O)C (N,N-dimethylformamide). Run at time 15 hour. Product: COC1=CC=C2N=CC(=NC2=C1)SCCO (2-(7-methoxy-quinoxalin-2-ylsulfanyl)-ethanol). The yield is 98.5%. Reaction SMILES: [SH:1][CH2:2][CH2:3][OH:4].Cl[C:6]1[CH:15]=[N:14][C:13]2[C:8](=[CH:9][C:10]([O:16][CH3:17])=[CH:11][CH:12]=2)[N:7]=1.C(=O)([O-])[O-].[K+].[K+].C(OCC)(=O)C>CN(C)C=O.CCCCCC>[CH3:17][O:16][C:10]1[CH:9]=[C:8]2[C:13]([N:14]=[CH:15][C:6]([S:1][CH2:2][CH2:3][OH:4])=[N:7]2)=[CH:12][CH:11]=1 |f:2.3.4|. Procedure details: 2-Mercaptoethanol (2.5 g, 32.06 mmol, 1.2 eq) is added at room temperature to a stirred solution of 2-chloro-7-methoxy-quinoxaline (5.2 g, 26.72 mmol, 1.0 eq) in N,N-dimethylformamide (160 mL), followed by potassium carbonate (7.4 g, 53.44 mol, 2.0 eq). After 15 hours stirring at room temperature, solvent is evaporated and the residue is extracted with ethyl acetate (3×150 mL) and water (100 mL). The combined organic layers are dried over sodium sulfate, filtered and concentrated to give a crude... Starting materials: N(N)C1=NC=CC=C1 (hydrazinopyridine), CC(C(C)=O)C (3-methyl-2-butanone), BrC1=NC=C(C=C1)Br (2,5-dibromopyridine), NN (hydrazine), BrC=1C=CC(=NC1)NN (5-bromo-2-hydrazinopyridine). Run in C1=CC=CC=C1 (benzene), COCCO (2-methoxyethanol). Run at temperature 110 celsius. Yields the product BrC=1C=C2C(=NC1)N=C(C2(C)C)C (5-bromo-2,3,3-trimethyl-3H-pyrrolo[2,3-b]pyridine). RXN SMILES: BrC1C=CC(Br)=CN=1.NN.[Br:11][C:12]1[CH:13]=[CH:14][C:15]([NH:18]N)=[N:16][CH:17]=1.N(C1C=CC=CN=1)N.[CH3:28][CH:29]([CH3:33])[C:30](=O)[CH3:31]>COCCO.C1C=CC=CC=1>[Br:11][C:12]1[CH:13]=[C:14]2[C:29]([CH3:33])([CH3:28])[C:30]([CH3:31])=[N:18][C:15]2=[N:16][CH:17]=1. Procedure: To 40 g of 2,5-dibromopyridine in 200 mL of 2-methoxyethanol is added 53 mL of anhydrous hydrazine and the mixture is heated at 110° C. for 3 hours to generate the 5-bromo-2-hydrazinopyridine. A mixture of 10 g of this hydrazinopyridine is heated at reflux overnight with 11 mL of 3-methyl-2-butanone in 40 mL of benzene equipped, using a condenser equipped with a Dean-Stark trap. All of the volatile components are removed under reduced pressure and the resulting residue is heated in 62 g of polyp... The reactants are crude material, FC(C1=CC=C2C(=CC=NC2=C1)NC1=C(C(=O)OC)C=CC=C1)(F)F (methyl 2-(7-trifluoromethyl-4-quinolyl)aminobenzoate), OCCN1CCCCCC1 (1-(2-hydroxyethyl)homopiperidine), [Na] (sodium). Run in C1(=CC=CC=C1)C (toluene). Product: FC(C1=CC=C2C(=CC=NC2=C1)NC1=C(C(=O)OCCN2CCCCCC2)C=CC=C1)(F)F (2-Homopiperidinylethyl 2-(7-trifluoromethyl-4-quinolyl)aminobenzoate). The yield is 59.9%. RXN SMILES: [F:1][C:2]([F:25])([F:24])[C:3]1[CH:12]=[C:11]2[C:6]([C:7]([NH:13][C:14]3[CH:23]=[CH:22][CH:21]=[CH:20][C:15]=3[C:16]([O:18][CH3:19])=[O:17])=[CH:8][CH:9]=[N:10]2)=[CH:5][CH:4]=1.OC[CH2:28][N:29]1[CH2:35][CH2:34][CH2:33][CH2:32][CH2:31][CH2:30]1.[Na]>C1(C)C=CC=CC=1>[F:25][C:2]([F:1])([F:24])[C:3]1[CH:12]=[C:11]2[C:6]([C:7]([NH:13][C:14]3[CH:23]=[CH:22][CH:21]=[CH:20][C:15]=3[C:16]([O:18][CH2:19][CH2:28][N:29]3[CH2:35][CH2:34][CH2:33][CH2:32][CH2:31][CH2:30]3)=[O:17])=[CH:8][CH:9]=[N:10]2)=[CH:5][CH:4]=1 |^1:35|. Procedure: By treating 17.31 g of methyl 2-(7-trifluoromethyl-4-quinolyl)aminobenzoate (II, R=CF3, R"=CH3), 10.5 g of 1-(2-hydroxyethyl)homopiperidine in 130 ml of toluene and in the presence of sodium as described in Example 1, 20.6 g of a crude material are isolated. The recrystallization in diisopropyl ether enables to isolate 13.7 g (yield: 60%) of a whitish solid with m.p. 72°-75° C. and elemental analysis C, H, N, F correct. Reactants: C(C=C)N(CC=C)CC1=CC(=C(C=C1)[Sn](CCCC)(CCCC)CCCC)C(C(F)(F)F)(C(F)(F)F)OCOC (N-allyl-N-(3-(1,1,1,3,3,3-hexafluoro-2-(methoxymethoxy)propan-2-yl)-4-(tri butylstannyl)benzyl)prop-2-en-1-amine), N,N-dimethylbarbituric acid. Reagents/catalysts: C=1C=CC(=CC1)[P](C=2C=CC=CC2)(C=3C=CC=CC3)[Pd]([P](C=4C=CC=CC4)(C=5C=CC=CC5)C=6C=CC=CC6)([P](C=7C=CC=CC7)(C=8C=CC=CC8)C=9C=CC=CC9)[P](C=1C=CC=CC1)(C=1C=CC=CC1)C=1C=CC=CC1 (Tetrakis(triphenylphosphine)palladium(0)). Run in ClCCl (dichloromethane). Run at temperature 35 celsius. Product: FC(C(C(F)(F)F)(OCOC)C=1C=C(C=CC1[Sn](CCCC)(CCCC)CCCC)CN)(F)F ((3-(1,1,1,3,3,3-hexafluoro-2-(methoxymethoxy)propan-2-yl)-4-(tributylstannyl)phenyl)methanamine). Yield: 77.0%. As a reaction SMILES: C([N:4]([CH2:8][C:9]1[CH:14]=[CH:13][C:12]([Sn:15]([CH2:24][CH2:25][CH2:26][CH3:27])([CH2:20][CH2:21][CH2:22][CH3:23])[CH2:16][CH2:17][CH2:18][CH3:19])=[C:11]([C:28]([O:37][CH2:38][O:39][CH3:40])([C:33]([F:36])([F:35])[F:34])[C:29]([F:32])([F:31])[F:30])[CH:10]=1)CC=C)C=C>ClCCl.C1C=CC([P]([Pd]([P](C2C=CC=CC=2)(C2C=CC=CC=2)C2C=CC=CC=2)([P](C2C=CC=CC=2)(C2C=CC=CC=2)C2C=CC=CC=2)[P](C2C=CC=CC=2)(C2C=CC=CC=2)C2C=CC=CC=2)(C2C=CC=CC=2)C2C=CC=CC=2)=CC=1>[F:32][C:29]([F:30])([F:31])[C:28]([C:11]1[CH:10]=[C:9]([CH2:8][NH2:4])[CH:14]=[CH:13][C:12]=1[Sn:15]([CH2:24][CH2:25][CH2:26][CH3:27])([CH2:20][CH2:21][CH2:22][CH3:23])[CH2:16][CH2:17][CH2:18][CH3:19])([O:37][CH2:38][O:39][CH3:40])[C:33]([F:36])([F:35])[F:34] |^1:47,49,68,87|. Procedure: Compound 7 (622 mg, 906 μmol) was dissolved in dichloromethane (10 mL) and the solution was degassed by nitrogen bubbling over 15 min. The solution was then added to N,N-dimethylbarbituric acid (849 mg, 5.44 mmol) and Tetrakis(triphenylphosphine)palladium(0) (21 mg 18.1 μmol) placed in a two necked flask under nitrogen atmosphere and the resulting mixture was warmed 4 h at 35° C. The solvent was removed under vacuum, the residue dissolved in diethylether (20 mL), and washed with a 0.1M sodium ca... The product is ClC=1C=CC2=C(C(=NO2)N[C@H]2[C@@H](C(OC3=CC=C(C=C23)C#N)(C)C)O)C1 ((3S,4R)-4-(5-Chloro-benzo[d]isoxazol-3-ylamino)-3-hydroxy-2,2-dimethyl-chroman-6-carbonitrile). Procedure details: Following the procedure in Example 1, using (S,S)-2,2-dimethyl-1a,7b-dihydro-2H-1,3-dioxa-cyclopropa[a]naphthalene-6-carbonitrile and 5-chloro-benzo[d]isoxazol-3-ylamine as starting materials, the title compound was prepared as a white solid. Starting materials: CC1([C@@H]2[C@H](C3=CC(=CC=C3O1)C#N)O2)C ((S,S)-2,2-dimethyl-1a,7b-dihydro-2H-1,3-dioxa-cyclopropa[a]naphthalene-6-carbonitrile), ClC=1C=CC2=C(C(=NO2)N)C1 (5-chloro-benzo[d]isoxazol-3-ylamine). As a reaction SMILES: [CH3:1][C:2]1([CH3:15])[O:11][C:10]2[C:5](=[CH:6][C:7]([C:12]#[N:13])=[CH:8][CH:9]=2)[C@@H:4]2[O:14][C@H:3]12.[Cl:16][C:17]1[CH:18]=[CH:19][C:20]2[O:24][N:23]=[C:22]([NH2:25])[C:21]=2[CH:26]=1>>[Cl:16][C:17]1[CH:18]=[CH:19][C:20]2[O:24][N:23]=[C:22]([NH:25][C@@H:4]3[C:5]4[C:10](=[CH:9][CH:8]=[C:7]([C:12]#[N:13])[CH:6]=4)[O:11][C:2]([CH3:15])([CH3:1])[C@H:3]3[OH:14])[C:21]=2[CH:26]=1. Reactants: CC1OC(=O)NC1C(=O)O, O=[N+]([O-])O, NCCO[N+](=O)[O-]. The product is CC1OC(=O)NC1C(=O)NCCO[N+](=O)[O-]. Reaction SMILES: [CH3:1][CH:2]1[CH:3]([C:8](=[O:9])[OH:10])[NH:4][C:5](=[O:7])[O:6]1.[N+:11]([O-:12])([OH:13])=[O:14].[N+:15](=[O:16])([O-:17])[O:18][CH2:19][CH2:20][NH2:21]>>[CH3:1][CH:2]1[CH:3]([C:8](=[O:10])[NH:21][CH2:20][CH2:19][O:18][N+:15](=[O:16])[O-:17])[NH:4][C:5](=[O:7])[O:6]1.